Dataset: the Open Reaction Database (ORD), a public repository of structured organic reaction records. Task: describe an organic reaction: reactants, conditions, products, and yield Starting materials: ON1C(CNC(CC1(C)C)=O)(C)C (1-oxyl-2,2,7,7-tetramethyl-1,4-diazacycloheptan-5-one), C1(=CC=CC=C1)N=C=O (phenyl isocyanate). Product: C1(=CC=CC=C1)NC(=O)N1CC(N(C(CC1=O)(C)C)O)(C)C (4-phenylcarbamoyl-1-oxyl-2,2,7,7-tetramethyl-1,4-diazacycloheptan-5-one). RXN SMILES: [OH:1][N:2]1[C:8]([CH3:10])([CH3:9])[CH2:7][C:6](=[O:11])[NH:5][CH2:4][C:3]1([CH3:13])[CH3:12].[C:14]1([N:20]=[C:21]=[O:22])[CH:19]=[CH:18][CH:17]=[CH:16][CH:15]=1>>[C:14]1([NH:20][C:21]([N:5]2[C:6](=[O:11])[CH2:7][C:8]([CH3:9])([CH3:10])[N:2]([OH:1])[C:3]([CH3:13])([CH3:12])[CH2:4]2)=[O:22])[CH:19]=[CH:18][CH:17]=[CH:16][CH:15]=1. Procedure details: Using the same conditions as in Example 4, 3.6 parts of 1-oxyl-2,2,7,7-tetramethyl-1,4-diazacycloheptan-5-one and 2.6 parts of phenyl isocyanate were reacted together and afforded 6.0 parts of a red oil which was purfied by column chromatography on alumina to give 4-phenylcarbamoyl-1-oxyl-2,2,7,7-tetramethyl-1,4-diazacycloheptan-5-one as a red solid of melting point 112° to 114°C. This material gave the following elemental analysis by weight: The reactants are O1COC2=C1C=CC(=C2)C(CCC)O (1-(1,3-benzodioxol-5-yl)-1-butanol), SCC(=O)O (mercaptoacetic acid), C1=CC=CC=C1 (benzene). Reagents/catalysts: CC1(C2CCC1(C(=O)C2)CS(=O)(=O)O)C (D-10-camphorsulfonic acid). Run in CCOCC (ether). Yields the product O1COC2=C1C=CC(=C2)C(CCC)SCC(=O)O ([{1-(1,3-benzodioxol-5-yl)butyl}thio]acetic acid). Isolated yield 89.3%. Reaction SMILES: [O:1]1[C:5]2[CH:6]=[CH:7][C:8]([CH:10](O)[CH2:11][CH2:12][CH3:13])=[CH:9][C:4]=2[O:3][CH2:2]1.[SH:15][CH2:16][C:17]([OH:19])=[O:18].C1C=CC=CC=1>CC1(C)C2(CS(O)(=O)=O)C(CC1CC2)=O.CCOCC>[O:1]1[C:5]2[CH:6]=[CH:7][C:8]([CH:10]([S:15][CH2:16][C:17]([OH:19])=[O:18])[CH2:11][CH2:12][CH3:13])=[CH:9][C:4]=2[O:3][CH2:2]1. Procedure: A mixture of 103 g of 1-(1,3-benzodioxol-5-yl)-1-butanol, 73.3 g of mercaptoacetic acid, 0.1 g of D-10-camphorsulfonic acid and 500 ml of benzene was heated under reflux for 2 h. 2,000 ml of ether was added to the reaction mixture. After washing with water, the product was redissolved in 750 ml of 1NNaOH and then in 100 ml thereof. The solution thus obtained was washed with ether and then with chloroform, acidified with concentrated hydrochloric acid and extracted with 800 ml and then 400 ml of ... The reactants are C1(=CC=CC2=CC=CC=C12)C=O (1-naphthaldehyde), C1(CCCCC1)=O (cyclohexanone), [OH-].[Na+] (sodium hydroxide). Solvent: C(C)O (ethanol). Reaction conditions: time 12 hour. The product is C1(CC=CC2=CC=CC=C12)=C1C(C(CCC1)=C1CC=CC2=CC=CC=C12)=O (2,6-Di(1-naphthylidene)cyclohexanone). RXN SMILES: [C:1]1([CH:11]=O)[C:10]2[C:5](=[CH:6][CH:7]=[CH:8][CH:9]=2)[CH:4]=[CH:3][CH:2]=1.[C:13]1(=O)[CH2:18][CH2:17][CH2:16][CH2:15][CH2:14]1.[OH-:20].[Na+]>C(O)C>[C:13]1(=[C:5]2[CH2:6][CH2:7][CH2:8][C:11](=[C:1]3[C:10]4[C:5](=[CH:6][CH:7]=[CH:8][CH:9]=4)[CH:4]=[CH:3][CH2:2]3)[C:4]2=[O:20])[C:18]2[C:17](=[CH:10][CH:1]=[CH:2][CH:3]=2)[CH:16]=[CH:15][CH2:14]1 |f:2.3|. Reported procedure: (77) To a solution of the 1-naphthaldehyde (1.56 g, 10.0 mmol) and cyclohexanone (491 mg, 5.0 mmol) in 2.5 ml of ethanol was added 1.0 ml 10% sodium hydroxide at 0° C. After stirring for 12 hr at room temperature, the solution was filtered. The precipitate was recrystallized from ethyl acetate to afford 1.35 g (72.2%) of bright-yellow flakes: mp 211.8-213.1° C. (lit. mp 212° C., Aizenshtat, et al., J. Org. Chem., 1977, 42, 2386-2394). 1H NMR (250 MHz) δ 8.46 (s, 2H), 8.09 (m, 2H), 7.89 (t, 4H), ... Starting materials: C([O-])(O)=O.[Na+] (sodium bicarbonate), C(OC1=C(C=C(C=C1)[N+](=O)[O-])CC1=C(C=CC=C1)N=[N+]=[N-])([O-])=O (2-azidobenzyl(4-nitrophenyl) carbonate), FC(C(=O)[O-])(F)F.C(=O)(O)[C@H](CC[C@@H](C[NH3+])S(=S)C)[NH3+].FC(C(=O)[O-])(F)F ((1S,4S)-1-carboxy-4-(methylsulfinothioyl)pentane-1,5-diaminium 2,2,2-trifluoroacetate), C(CN(CC(=O)O)CC(=O)O)N(CC(=O)[O-])CC(=O)[O-].[Na+].[Na+] (disodium dihydrogen ethylenediaminetetraacetate). Reagents/catalysts: O.O.O.O.O.S(=O)(=O)([O-])[O-].[Cu+2] (copper sulfate pentahydrate). The solvent is O (water), C(C)#N (acetonitrile), O (water). Run at time 49 hour. The product is N[C@H](C(=O)O)CC[C@@H](CNC(=O)OCC1=C(C=CC=C1)N=[N+]=[N-])SSC ((2S,5S)-2-amino-6-((((2-azidobenzyl)oxy)carbonyl)amino)-5-(methyldisulfanyl)hexanoic acid). Yield: 15.0%. RXN SMILES: FC(F)(F)[C:3]([O-:5])=[O:4].[C:8]([C@@H:11]([NH3+:20])[CH2:12][CH2:13][C@H:14]([S:17](C)=[S:18])[CH2:15][NH3+:16])([OH:10])=[O:9].F[C:22](F)(F)C([O-])=O.C(=O)(O)[O-].[Na+].C(=O)([O-])OC1C=CC([N+]([O-])=O)=CC=1[CH2:44][C:45]1[CH:50]=[CH:49][CH:48]=[CH:47][C:46]=1[N:51]=[N+:52]=[N-:53].C(N(CC([O-])=O)CC([O-])=O)CN(CC(O)=O)CC(O)=O.[Na+].[Na+]>O.C(#N)C.O.O.O.O.O.S([O-])([O-])(=O)=O.[Cu+2]>[NH2:20][C@@H:11]([CH2:12][CH2:13][C@H:14]([S:17][S:18][CH3:22])[CH2:15][NH:16][C:3]([O:5][CH2:44][C:45]1[CH:50]=[CH:49][CH:48]=[CH:47][C:46]=1[N:51]=[N+:52]=[N-:53])=[O:4])[C:8]([OH:10])=[O:9] |f:0.1.2,3.4,6.7.8,11.12.13.14.15.16.17|. Reported procedure: A solution of copper sulfate pentahydrate (63.6 mg, 0.255 mmol) in water (0.3 mL) was added to a solution of (1S,4S)-1-carboxy-4-(methylsulfinothioyl)pentane-1,5-diaminium 2,2,2-trifluoroacetate synthesized by the method described in the literature (J. Am. Chem. Soc. 2011, 133, 10708) (Compound tk1) (226 mg, 0.50 mmol) and sodium bicarbonate (420 mg, 5.00 mmol) in water (1.2 mL) at room temperature, followed by addition of a solution of 2-azidobenzyl(4-nitrophenyl) carbonate (Compound tk13) (188... The reactants are I/C=C/CN ((E)-3-iodoallyl amine), C(C)(C)(C)C#C (tert-Butylacetylene), C(CCC)[Sn](CCCC)(CCCC)Cl (tributylstannyl chloride). Reagents/catalysts: [H-].[Cl-].[CH-]1C=CC=C1.[CH-]1C=CC=C1.[Zr+2] (zirconocene chloride hydride). Yields the product C(C)(C)(C)C(CCC)[Sn](CCCC)(CCCC)C#C (tert-butylethynyltributylstannane). As a reaction SMILES: I/[CH:2]=[CH:3]/CN.[C:6]([C:10]#[CH:11])([CH3:9])([CH3:8])[CH3:7].[CH2:12]([Sn:16](Cl)([CH2:21][CH2:22][CH2:23][CH3:24])[CH2:17][CH2:18][CH2:19][CH3:20])[CH2:13]CC>[H-].[Cl-].[CH-]1C=CC=C1.[CH-]1C=CC=C1.[Zr+2]>[C:6]([CH:10]([Sn:16]([C:12]#[CH:13])([CH2:17][CH2:18][CH2:19][CH3:20])[CH2:21][CH2:22][CH2:23][CH3:24])[CH2:11][CH2:2][CH3:3])([CH3:9])([CH3:8])[CH3:7] |f:3.4.5.6.7|. Procedure: In Tetrahedron Lett. 29, 1509 (1989), a secondary amine is lithiated at -78° C., then propargyl bromide is reacted thereto to obtain a propargyl amine derivative, which is then subjected to hydrozirconation with zirconocene chloride hydride, and then iodinated to an (E)-3-iodoallyl amine derivative. tert-Butylacetylene is lithiated and then reacted with tributylstannyl chloride at -78° C. to obtain tert-butylethynyltributylstannane, which is then subjected to cross coupling with the above-mentio... Reactants: C(C)OC(C(C(=O)OCC)CC(=O)N1CCOCC1)=O (2-(2-morpholin-4-yl-2-oxo-ethyl)-malonic acid diethyl ester), [H-].[Na+] (NaH), C1=CC=C(C=C1)P(C2=CC=CC=C2)C3=CC=CC=C3 (PPh3), C(C=CC1=CC=CC=C1)O (cinnamyl alcohol), B(F)(F)F (BF3). The reagents and catalysts are CC(=O)[O-].CC(=O)[O-].[Pd+2] (Pd(OAc)2). The solvent is C(C)(=O)OCC (ethyl acetate), C1CCOC1 (THF), C1CCOC1 (THF). Run at time 6.5 hour. Yields the product C(C)OC(C(C(=O)OCC)(CC=CC1=CC=CC=C1)CC(=O)N1CCOCC1)=O (2-(2-morpholin-4-yl-2-oxo-ethyl)-2-(3-phenyl-allyl)-malonic acid diethyl ester), oil. Isolated yield 85.0%. As a reaction SMILES: C1C=CC(P(C2C=CC=CC=2)C2C=CC=CC=2)=CC=1.[CH2:20](O)[CH:21]=[CH:22][C:23]1[CH:28]=[CH:27][CH:26]=[CH:25][CH:24]=1.[CH2:30]([O:32][C:33](=[O:49])[CH:34]([CH2:40][C:41]([N:43]1[CH2:48][CH2:47][O:46][CH2:45][CH2:44]1)=[O:42])[C:35]([O:37][CH2:38][CH3:39])=[O:36])[CH3:31].[H-].[Na+].B(F)(F)F>C1COCC1.C(OCC)(=O)C.CC([O-])=O.CC([O-])=O.[Pd+2]>[CH2:38]([O:37][C:35](=[O:36])[C:34]([CH2:40][C:41]([N:43]1[CH2:48][CH2:47][O:46][CH2:45][CH2:44]1)=[O:42])([CH2:20][CH:21]=[CH:22][C:23]1[CH:28]=[CH:27][CH:26]=[CH:25][CH:24]=1)[C:33]([O:32][CH2:30][CH3:31])=[O:49])[CH3:39] |f:3.4,8.9.10|. Procedure details: To a mixture of Pd(OAc)2 (17.5 mg, 0.078 mmol) and PPh3 (40.9 mg, 0.156 mmol) in dry THF (2 ml) under N2, cinnamyl alcohol (105.1 mg, 0.78 mmol) was added followed by a solution of 2-(2-morpholin-4-yl-2-oxo-ethyl)-malonic acid diethyl ester (250 mg, 0.87 mmol) and NaH (17.4 mg, 0.43 mmol) in dry THF (3 ml). BF3 (1M in THF, 1 ml, 1 mmol) was then added and the yellow solution was stirred at room temperature for 6.5 hours. The mixture was diluted with ethyl acetate (50 ml) and washed with 1N HCl (... Reactants: O=C(c1ccc(Cl)cc1)c1ccc(CBr)cc1, Cn1ncc2[nH]c(Cl)c(Cl)c2c1=O, CN(C)C=O, O. Yields the product Cn1ncc2c(c(Cl)c(Cl)n2Cc2ccc(C(=O)c3ccc(Cl)cc3)cc2)c1=O. As a reaction SMILES: [Cl:14][c:15]1[cH:16][cH:17][c:18]([C:19](=[O:20])[c:21]2[cH:22][cH:23][c:24]([CH2:25][Br:26])[cH:27][cH:28]2)[cH:29][cH:30]1.[Cl:1][c:2]1[c:3]([Cl:13])[c:4]2[c:5]([cH:6][n:7][n:8]([CH3:11])[c:9]2=[O:10])[nH:12]1.[O:32]=[CH:33][N:34]([CH3:35])[CH3:36].[OH2:31]>>[Cl:1][c:2]1[c:3]([Cl:13])[c:4]2[c:5]([cH:6][n:7][n:8]([CH3:11])[c:9]2=[O:10])[n:12]1[CH2:25][c:24]1[cH:23][cH:22][c:21]([C:19]([c:18]2[cH:17][cH:16][c:15]([Cl:14])[cH:30][cH:29]2)=[O:20])[cH:28][cH:27]1. The reactants are CC(Br)(CC(Cl)(Cl)Cl)c1nc(Cl)ccc1Cl, Cl[Cu]. Yields the product C=C(CC(Cl)(Cl)Cl)c1nc(Cl)ccc1Cl. As a reaction SMILES: [Cl:1][c:2]1[c:3]([C:9]([CH2:10][C:11]([Cl:12])([Cl:13])[Cl:14])([CH3:15])[Br:16])[n:4][c:5]([Cl:8])[cH:6][cH:7]1.[Cu:17][Cl:18]>>[Cl:1][c:2]1[c:3]([C:9]([CH2:10][C:11]([Cl:12])([Cl:13])[Cl:14])=[CH2:15])[n:4][c:5]([Cl:8])[cH:6][cH:7]1.